Dataset: the Open Reaction Database (ORD), a public repository of structured organic reaction records. Task: describe an organic reaction: reactants, conditions, products, and yield Reactants: ClC1=C(C=CC=C1)NC(NC=1C=CC(=NC1)C1=CC=C2CN(C(C2=C1)=O)[C@H](C(=O)O)C(C)C)=O ((S)-2-(6-(5-(3-(2-Chlorophenyl)ureido)pyridin-2-yl)-1-oxoisoindolin-2-yl)-3-methylbutanoic acid), FC=1C=C(C=CC1F)NC(NC1=C(C=C(C=C1)C1=CC=C2CN(C(C2=C1)=O)[C@H](C(=O)OC)C(C)C)F)=O ((S)-Methyl 2-(6-(4-(3-(3,4-difluorophenyl)ureido)-3-fluorophenyl)-1-oxoisoindolin-2-yl)-3-methylbutanoate). The product is FC=1C=C(C=CC1F)NC(NC1=C(C=C(C=C1)C1=CC=C2CN(C(C2=C1)=O)[C@H](C(=O)O)C(C)C)F)=O ((S)-2-(6-(4-(3-(3,4-Difluorophenyl)ureido)-3-fluorophenyl)-1-oxoisoindolin-2-yl)-3-methylbutanoic acid). Yield: 93.0%. RXN SMILES: ClC1C=CC=CC=1NC(=O)NC1C=CC(C2C=C3C(CN([C@@H](C(C)C)C(O)=O)C3=O)=CC=2)=NC=1.[F:35][C:36]1[CH:37]=[C:38]([NH:43][C:44](=[O:71])[NH:45][C:46]2[CH:51]=[CH:50][C:49]([C:52]3[CH:60]=[C:59]4[C:55]([CH2:56][N:57]([C@@H:62]([CH:67]([CH3:69])[CH3:68])[C:63]([O:65]C)=[O:64])[C:58]4=[O:61])=[CH:54][CH:53]=3)=[CH:48][C:47]=2[F:70])[CH:39]=[CH:40][C:41]=1[F:42]>>[F:35][C:36]1[CH:37]=[C:38]([NH:43][C:44](=[O:71])[NH:45][C:46]2[CH:51]=[CH:50][C:49]([C:52]3[CH:60]=[C:59]4[C:55]([CH2:56][N:57]([C@@H:62]([CH:67]([CH3:69])[CH3:68])[C:63]([OH:65])=[O:64])[C:58]4=[O:61])=[CH:54][CH:53]=3)=[CH:48][C:47]=2[F:70])[CH:39]=[CH:40][C:41]=1[F:42]. Procedure: The compound of example 440 was prepared analogous to the compound of example 394 by hydrolysis of the compound of example 439. Starting materials: CO, CCOC(=O)c1ccc(Cl)c(OCCn2cnnn2)c1Cl, [Na+], [OH-], O. Product: O=C(O)c1ccc(Cl)c(OCCn2cnnn2)c1Cl. Reaction SMILES: [CH3:1][OH:2].[Cl:3][c:4]1[c:5]([C:6](=[O:7])[O:8][CH2:9][CH3:10])[cH:11][cH:12][c:13]([Cl:23])[c:14]1[O:15][CH2:16][CH2:17][n:18]1[n:19][n:20][n:21][cH:22]1.[Na+:25].[OH-:24].[OH2:26]>>[Cl:3][c:4]1[c:5]([C:6](=[O:7])[OH:8])[cH:11][cH:12][c:13]([Cl:23])[c:14]1[O:15][CH2:16][CH2:17][n:18]1[n:19][n:20][n:21][cH:22]1. The reactants are C1(=CC=CC=C1)CO (phenylmethanol), [H-].[Na+] (sodium hydride), ice water, ClC1=NC=C(C(=N1)OCCC1=CC=C(C=C1)OC1=CC(=C(C=C1)Cl)C(F)(F)F)F (2-chloro-4-{[2-(4-{[4-chloro-3-(trifluoromethyl)phenyl]oxy}phenyl)ethyl]oxy}-5-fluoropyrimidine). The solvent is CN(C=O)C (N,N-dimethylformamide). Reaction conditions: time 30 minute. Product: ClC1=C(C=C(C=C1)OC1=CC=C(C=C1)CCOC1=NC(=NC=C1F)OCC1=CC=CC=C1)C(F)(F)F (4-{[2-(4-{[4-Chloro-3-(trifluoromethyl)phenyl]oxy}phenyl)ethyl]oxy}-5-fluoro-2-[(phenylmethyl)oxy]pyrimidine). The yield is 73.9%. As a reaction SMILES: [C:1]1([CH2:7][OH:8])[CH:6]=[CH:5][CH:4]=[CH:3][CH:2]=1.[H-].[Na+].Cl[C:12]1[N:17]=[C:16]([O:18][CH2:19][CH2:20][C:21]2[CH:26]=[CH:25][C:24]([O:27][C:28]3[CH:33]=[CH:32][C:31]([Cl:34])=[C:30]([C:35]([F:38])([F:37])[F:36])[CH:29]=3)=[CH:23][CH:22]=2)[C:15]([F:39])=[CH:14][N:13]=1>CN(C)C=O>[Cl:34][C:31]1[CH:32]=[CH:33][C:28]([O:27][C:24]2[CH:23]=[CH:22][C:21]([CH2:20][CH2:19][O:18][C:16]3[C:15]([F:39])=[CH:14][N:13]=[C:12]([O:8][CH2:7][C:1]4[CH:6]=[CH:5][CH:4]=[CH:3][CH:2]=4)[N:17]=3)=[CH:26][CH:25]=2)=[CH:29][C:30]=1[C:35]([F:36])([F:38])[F:37] |f:1.2|. Reported procedure: To a solution of phenylmethanol (100 μL, 0.965 mmol) in N,N-dimethylformamide (DMF) (8 mL) was added sodium hydride (232 mg, 5.79 mmol) 0° C., the 2-chloro-4-{[2-(4-{[4-chloro-3-(trifluoromethyl)phenyl]oxy}phenyl)ethyl]oxy}-5-fluoropyrimidine (432 mg, 0.965 mmol) was added at 0° C. after 10 min. The reaction mixture was stirred for 30 min, and poured into ice-water (100 mL), extracted with ethyl acetate (50 mL) twice. Combined organic parts were washed with water and brine, dried over sodium sul... Reactants: C(C1=CC=CC=C1)N1[C@@]2([C@@H](CC[C@H]1[C@@H](C2)C(=O)OC(C)(C)C)OCC2=CC(=CC(=C2)C(F)(F)F)C(F)(F)F)C2=CC=CC=C2 ((1R*,2R*,5S*,6R*)-8-Benzyl-2-{[3,5-bis(trifluoromethyl)phenyl]methoxy}-6-(tertbutoxycarbonyl)-1-phenyl-8-azabicyclo[3.2.1]octane), FC(C(=O)O)(F)F (trifluoroacetic acid). Run in ClCCl (dichloromethane). Product: FC(C(=O)O)(F)F.C(C1=CC=CC=C1)N1[C@@]2([C@@H](CC[C@H]1[C@@H](C2)C(=O)O)OCC2=CC(=CC(=C2)C(F)(F)F)C(F)(F)F)C2=CC=CC=C2 ((1R*,2R*,5S*,6R*)-8-Benzyl-2-{[3,5-bis(trifluoromethyl)phenyl]methoxy}-1-phenyl-8-azabicyclo[3.2.1]octan-6-carboxylic acid trifluoroacetate). Reaction SMILES: [CH2:1]([N:8]1[C@@H:13]2[C@H:14]([C:16]([O:18]C(C)(C)C)=[O:17])[CH2:15][C@@:9]1([C:39]1[CH:44]=[CH:43][CH:42]=[CH:41][CH:40]=1)[C@H:10]([O:23][CH2:24][C:25]1[CH:30]=[C:29]([C:31]([F:34])([F:33])[F:32])[CH:28]=[C:27]([C:35]([F:38])([F:37])[F:36])[CH:26]=1)[CH2:11][CH2:12]2)[C:2]1[CH:7]=[CH:6][CH:5]=[CH:4][CH:3]=1.[F:45][C:46]([F:51])([F:50])[C:47]([OH:49])=[O:48]>ClCCl>[F:45][C:46]([F:51])([F:50])[C:47]([OH:49])=[O:48].[CH2:1]([N:8]1[C@@H:13]2[C@H:14]([C:16]([OH:18])=[O:17])[CH2:15][C@@:9]1([C:39]1[CH:44]=[CH:43][CH:42]=[CH:41][CH:40]=1)[C@H:10]([O:23][CH2:24][C:25]1[CH:26]=[C:27]([C:35]([F:37])([F:38])[F:36])[CH:28]=[C:29]([C:31]([F:32])([F:33])[F:34])[CH:30]=1)[CH2:11][CH2:12]2)[C:2]1[CH:7]=[CH:6][CH:5]=[CH:4][CH:3]=1 |f:3.4|. Procedure: A mixture of (1R*,2R*,5S*,6R*)-8-benzyl-2-{[3,5-bis(trifluoromethyl)phenyl]methoxy}-6-(tert-butoxycarbonyl)-1-phenyl-8-azabicyclo[3.2.1]octane (Example 24; 3.37 g, 5.43 mmol), trifluoroacetic acid (4 ml) and dichloromethane (6 ml) was stirred at reflux for 4.5 hour then concentrated in vacuo to give crude title compound which crystallised from dichloromethane. Reactants: CC(=O)Nc1nc(C)c(-c2cc(S(=O)(=O)N(C)CCN(C)C)sc2Br)s1, [Li]CCCC, C1CCOC1. Product: CC(=O)Nc1nc(C)c(-c2csc(S(=O)(=O)N(C)CCN(C)C)c2)s1. Reaction SMILES: [Br:1][c:2]1[s:3][c:4]([S:17]([N:18]([CH3:19])[CH2:20][CH2:21][N:22]([CH3:23])[CH3:24])(=[O:25])=[O:26])[cH:5][c:6]1-[c:7]1[c:8]([CH3:16])[n:9][c:10]([NH:12][C:13]([CH3:14])=[O:15])[s:11]1.[CH2:27]([Li:28])[CH2:29][CH2:30][CH3:31].[CH2:32]1[O:33][CH2:34][CH2:35][CH2:36]1>>[cH:2]1[s:3][c:4]([S:17]([N:18]([CH3:19])[CH2:20][CH2:21][N:22]([CH3:23])[CH3:24])(=[O:25])=[O:26])[cH:5][c:6]1-[c:7]1[c:8]([CH3:16])[n:9][c:10]([NH:12][C:13]([CH3:14])=[O:15])[s:11]1. The reactants are ClC1=CC2=C(N(C(=N2)CCl)C2CC(NCC2)=O)C=C1 (4-(5-chloro-2-(chloromethyl)-1H-benzo[d]imidazol-1-yl)piperidin-2-one), CSC1=NNC2=CN=CC=C21 (3-(methylthio)-1H-pyrazolo[3,4-c]pyridine), CS(=O)(=O)C1=NNC2=CN=CC=C21 (3-(methylsulfonyl)-1H-pyrazolo[3,4-c]pyridine). The product is ClC1=CC2=C(N(C(=N2)CN2N=C(C=3C2=CN=CC3)S(=O)(=O)C)C3CC(NCC3)=O)C=C1 (4-(5-Chloro-2-{[3-(methylsulfonyl)-1H-pyrazolo[3,4-c]pyridin-1-yl]methyl}-1H-benzimidazol-1-yl)piperidin-2-one). RXN SMILES: [Cl:1][C:2]1[CH:19]=[CH:18][C:5]2[N:6]([CH:11]3[CH2:16][CH2:15][NH:14][C:13](=[O:17])[CH2:12]3)[C:7]([CH2:9]Cl)=[N:8][C:4]=2[CH:3]=1.CSC1C2C(=CN=CC=2)NN=1.[CH3:31][S:32]([C:35]1[C:43]2[C:38](=[CH:39][N:40]=[CH:41][CH:42]=2)[NH:37][N:36]=1)(=[O:34])=[O:33]>>[Cl:1][C:2]1[CH:19]=[CH:18][C:5]2[N:6]([CH:11]3[CH2:16][CH2:15][NH:14][C:13](=[O:17])[CH2:12]3)[C:7]([CH2:9][N:37]3[C:38]4=[CH:39][N:40]=[CH:41][CH:42]=[C:43]4[C:35]([S:32]([CH3:31])(=[O:33])=[O:34])=[N:36]3)=[N:8][C:4]=2[CH:3]=1. Procedure details: The title compound was prepared in analogy to Example 2-1 by using 4-(5-chloro-2-(chloromethyl)-1H-benzo[d]imidazol-1-yl)piperidin-2-one and 3-(methylthio)-1H-pyrazolo[3,4-c]pyridine instead of 5-chloro-2-chloromethyl-1-((S)-1,1-dioxo-tetrahydro-1λ6-thiophen-3-yl)-1H-benzoimidazole and 3-(methylsulfonyl)-1H-pyrazolo[3,4-c]pyridine. Starting materials: C([O-])(O)=O.[Na+] (sodium bicarbonate), C(#N)C=1C=C(NC1)C(=O)O (4-Cyano-1H-pyrrole-2-carboxylic acid), Cl.CN(CCCN=C=NCC)C (1-(3-dimethylaminopropyl)-3-ethylcarbodiimide hydrochloride), OC1=CC=CC=2NN=NC21 (hydroxybenzotriazole), CN1CCN(CC1)C1=CC(=C(C=C1)NC(=O)C=1OC(=CC1)C#N)N1CCCCC1 (5-Cyano-furan-2-carboxylic acid [4-(4-methyl-piperazin-1-yl)-2-piperidin-1-yl-phenyl]-amide). The solvent is ClCCl (dichloromethane). Conditions: time 24 hour. Product: CN1CCN(CC1)C1=CC(=C(C=C1)NC(=O)C=1NC=C(C1)C#N)N1CCCCC1 (4-Cyano-1H-pyrrole-2-carboxylic acid [4-(4-methyl-piperazin-1-yl)-2-piperidin-1-yl-phenyl]-amide). The yield is 43.4%. As a reaction SMILES: [C:1]([C:3]1[CH:4]=[C:5]([C:8]([OH:10])=O)[NH:6][CH:7]=1)#[N:2].Cl.CN(C)CCCN=C=NCC.OC1C2N=NNC=2C=CC=1.[CH3:33][N:34]1[CH2:39][CH2:38][N:37]([C:40]2[CH:45]=[CH:44][C:43]([NH:46]C(C3OC(C#N)=CC=3)=O)=[C:42]([N:56]3[CH2:61][CH2:60][CH2:59][CH2:58][CH2:57]3)[CH:41]=2)[CH2:36][CH2:35]1.C(=O)(O)[O-].[Na+]>ClCCl>[CH3:33][N:34]1[CH2:35][CH2:36][N:37]([C:40]2[CH:45]=[CH:44][C:43]([NH:46][C:8]([C:5]3[NH:6][CH:7]=[C:3]([C:1]#[N:2])[CH:4]=3)=[O:10])=[C:42]([N:56]3[CH2:61][CH2:60][CH2:59][CH2:58][CH2:57]3)[CH:41]=2)[CH2:38][CH2:39]1 |f:1.2,5.6|. Procedure details: To 62 mg (0.44 mmol) of 4-cyano-1H-pyrrole-2-carboxylic acid (as prepared in Example 2) in dichloromethane (20 mL) was added 1-(3-dimethylaminopropyl)-3-ethylcarbodiimide hydrochloride (EDCI) (107 mg, 0.560 mmol), hydroxybenzotriazole (HOBt) (65 mg, 0.48 mmol), and 4-(4-methyl-piperazin-1-yl)-2-piperidin-1-yl-phenylamine (as prepared in Example 5, step (b), 100 mg, 0.370 mmol) and the mixture stirred for 24 h at RT. The mixture was poured into satd aq sodium bicarbonate (50 mL) and extracted wit... Reactants: C(C1=CC=CC=C1)OC=1C=C(CC2=C(C=CC=C2)CC(=O)O)C=CC1N1S(NC(C1)=O)(=O)=O ({2-[3-benzyloxy-4-(1,1,4-trioxo-1,2,5-thiadiazolidin-2-yl)-benzyl]-phenyl}-acetic acid), CC1CCNCC1 (4-methylpiperidine). Yields the product OC1=C(C=CC(=C1)CC1=C(C=CC=C1)CC(=O)N1CCC(CC1)C)N1CC(NS1(=O)=O)=O (5-(2-Hydroxy-4-{2-[2-(4-methylpiperidin-1-yl)-2-oxo-ethyl]-benzyl}-phenyl)-1,1-dioxo-1,2,5-thiadiazolidin-3-one). RXN SMILES: C([O:8][C:9]1[CH:10]=[C:11]([CH:23]=[CH:24][C:25]=1[N:26]1[CH2:30][C:29](=[O:31])[NH:28][S:27]1(=[O:33])=[O:32])[CH2:12][C:13]1[CH:18]=[CH:17][CH:16]=[CH:15][C:14]=1[CH2:19][C:20](O)=[O:21])C1C=CC=CC=1.[CH3:34][CH:35]1[CH2:40][CH2:39][NH:38][CH2:37][CH2:36]1>>[OH:8][C:9]1[CH:10]=[C:11]([CH2:12][C:13]2[CH:18]=[CH:17][CH:16]=[CH:15][C:14]=2[CH2:19][C:20]([N:38]2[CH2:39][CH2:40][CH:35]([CH3:34])[CH2:36][CH2:37]2)=[O:21])[CH:23]=[CH:24][C:25]=1[N:26]1[S:27](=[O:33])(=[O:32])[NH:28][C:29](=[O:31])[CH2:30]1. Reported procedure: The title compound is prepared from {2-[3-benzyloxy-4-(1,1,4-trioxo-1,2,5-thiadiazolidin-2-yl)-benzyl]-phenyl}-acetic acid and 4-methylpiperidine analogous to Example 314, steps B and C. (M−1)−=456. HPLC retention time=1.07 min (Method A). The reactants are CC=1N=C(SC1C)C(C)O (1-(4,5-dimethyl-2-thiazolyl)ethanol), BrCC(=O)C1=CC=CC=C1 (2-bromo-1-phenyl-1-ethanone). Run in C(C)#N (acetonitrile). Conditions: time 1 hour. The product is [Br-].CC=1[N+](=C(SC1C)C(C)O)CC(C1=CC=CC=C1)=O (4,5-dimethyl-2-(1-hydroxyethyl)-3-(2-oxo-2-phenylethyl)thiazolium bromide). Isolated yield 33.7%. RXN SMILES: [CH3:1][C:2]1[N:3]=[C:4]([CH:8]([OH:10])[CH3:9])[S:5][C:6]=1[CH3:7].[Br:11][CH2:12][C:13]([C:15]1[CH:20]=[CH:19][CH:18]=[CH:17][CH:16]=1)=[O:14]>C(#N)C>[Br-:11].[CH3:1][C:2]1[N+:3]([CH2:12][C:13](=[O:14])[C:15]2[CH:20]=[CH:19][CH:18]=[CH:17][CH:16]=2)=[C:4]([CH:8]([OH:10])[CH3:9])[S:5][C:6]=1[CH3:7] |f:3.4|. Procedure details: 1-(4,5-dimethyl-2-thiazolyl)ethanol (0.24 g, 1.5 mmole), 2-bromo-1-phenyl-1-ethanone (0.3 g, 1.5 mmole) and acetonitrile (0.1 mL) were heated at 45° C. with stirring for 1 hr, then stored at 37° C. for 20 hr, and at 25° C. for 26 hr. The partially solidified mixture was washed with ether and acetonitrile-ether to give 0.25 g of crude product which was recrystalized from acetonitrile-ether to give 0.18 g of the title compound, mp 174–176° C. Calcd for C15H18NO2SBr: C, 50.57; H, 5.09; N 3.93. Foun... Starting materials: C(C)(C)(C)C1=CC(=C(C=O)C=C1)O (4-tert-Butyl-2-hydroxybenzaldehyde), C(CC)N (n-propylamine), C(C)(=O)O[BH-](OC(C)=O)OC(C)=O.[Na+] (sodium triacetoxyborohydride). The solvent is C(Cl)Cl (CH2Cl2), CO (MeOH), C(Cl)Cl (CH2Cl2). Conditions: time 8 hour. Product: C(C)(C)(C)C=1C=CC(=C(C1)O)CNCCC (5-tert-Butyl-2-[(propylamino)methyl]phenol). As a reaction SMILES: [C:1]([C:5]1[CH:12]=[CH:11][C:8]([CH:9]=O)=[C:7]([OH:13])[CH:6]=1)([CH3:4])([CH3:3])[CH3:2].[CH2:14]([NH2:17])[CH2:15][CH3:16].C(O[BH-](OC(=O)C)OC(=O)C)(=O)C.[Na+]>C(Cl)Cl.CO>[C:1]([C:5]1[CH:12]=[CH:11][C:8]([CH2:9][NH:17][CH2:14][CH2:15][CH3:16])=[C:7]([OH:13])[CH:6]=1)([CH3:4])([CH3:3])[CH3:2] |f:2.3|. Procedure: To a mixture of 0.178 g (0.1 mmol) of the product of Step A and 0.206 g (3.5 mmol) of n-propylamine dissolved in 10 mL of CH2Cl2 was added 0.5 g of finely powdered 4 Å molecular sieves. The reaction mixture was stirred under a nitrogen atmosphere at room temperature overnight, then 0.53 g (2.5 mmol) of sodium triacetoxyborohydride was added. The reaction was then stirred an addition 8 h at room temperature, then diluted with CH2Cl2 and MeOH. The mixture was filtered through a pad of Celite filte...